This data is from the Open Reaction Database (ORD), a public repository of structured organic reaction records. The task is: describe an organic reaction: reactants, conditions, products, and yield Starting materials: C(CCCCCCC\C=C/CCCCCCCC)(=O)O (oleic acid), C(CCCCCCC\C=C/C\C=C/CCCCC)(=O)O (linoleic acid). Product: C(CCCCCCCCCCCCCCC)(=O)O (palmitic acid). Yield: 8.8%. RXN SMILES: [C:1]([OH:20])(=[O:19])[CH2:2][CH2:3][CH2:4][CH2:5][CH2:6][CH2:7][CH2:8]/[CH:9]=[CH:10]\[CH2:11][CH2:12][CH2:13][CH2:14][CH2:15][CH2:16]CC.C(O)(=O)CCCCCCC/C=C\C/C=C\CCCCC>>[C:1]([OH:20])(=[O:19])[CH2:2][CH2:3][CH2:4][CH2:5][CH2:6][CH2:7][CH2:8][CH2:9][CH2:10][CH2:11][CH2:12][CH2:13][CH2:14][CH2:15][CH3:16]. Reported procedure: The crushed oil from C458-5 contained about 80-82% oleic acid, 3-4.6% linoleic acid (yielding an O/L ratio value range of 17.4-27.3), and about 5-5.3% palmitic acid. In comparison, Florunner crush oil contained less than 52% oleic acid, 29.75% linoleic acid (yielding an O/L ratio value of only 1.73), and 8.83% palmitic acid. The C458-5 crush oil may also be contrasted with Planter Peanut oil, another industry standard, which contains about 50.2% oleic acid, 29.6% linoleic acid (for an O/L ratio ... The reactants are FC(F)(F)c1ccc(Br)nc1, O=C([O-])[O-], CN(C)C=O, CCOC(C)=O, [K+], [K+], COC(=O)C1(N2CCN(S(=O)(=O)c3ccccc3[N+](=O)[O-])CC2)CC1, Sc1ccccc1. Yields the product COC(=O)C1(N2CCN(c3ccc(C(F)(F)F)cn3)CC2)CC1. As a reaction SMILES: [Br:39][c:40]1[n:41][cH:42][c:43]([C:46]([F:47])([F:48])[F:49])[cH:44][cH:45]1.[C:26](=[O:27])([O-:28])[O-:29].[CH3:50][N:51]([CH3:52])[CH:53]=[O:54].[CH3:55][CH2:56][O:57][C:58](=[O:59])[CH3:60].[K+:30].[K+:31].[N+:1]([c:2]1[cH:3][cH:4][cH:5][cH:6][c:7]1[S:8](=[O:9])(=[O:10])[N:13]1[CH2:14][CH2:15][N:16]([C:19]2([C:22](=[O:23])[O:24][CH3:25])[CH2:20][CH2:21]2)[CH2:17][CH2:18]1)([O-:11])=[O:12].[SH:32][c:33]1[cH:34][cH:35][cH:36][cH:37][cH:38]1>>[N:13]1([c:40]2[n:41][cH:42][c:43]([C:46]([F:47])([F:48])[F:49])[cH:44][cH:45]2)[CH2:14][CH2:15][N:16]([C:19]2([C:22](=[O:23])[O:24][CH3:25])[CH2:20][CH2:21]2)[CH2:17][CH2:18]1. Starting materials: N1=CC=C(C=C1)P(OCC)(OCC)=O (Diethyl pyridin-4-ylphosphonate), Cl (HCl). The reagents and catalysts are [OH-].[OH-].[Pd+2] (palladium hydroxide on carbon). Run in CO (MeOH). Reaction conditions: time 7 day. Product: Cl.N1CCC(CC1)P(OCC)(OCC)=O (diethyl piperidin-4-ylphosphonate hydrochloride). As a reaction SMILES: [N:1]1[CH:6]=[CH:5][C:4]([P:7](=[O:14])([O:11][CH2:12][CH3:13])[O:8][CH2:9][CH3:10])=[CH:3][CH:2]=1.[ClH:15]>CO.[OH-].[OH-].[Pd+2]>[ClH:15].[NH:1]1[CH2:2][CH2:3][CH:4]([P:7](=[O:14])([O:8][CH2:9][CH3:10])[O:11][CH2:12][CH3:13])[CH2:5][CH2:6]1 |f:3.4.5,6.7|. Procedure details: Diethyl pyridin-4-ylphosphonate (3.8 g, 17.66 mmol) and palladium hydroxide on carbon (1.240 g, 1.766 mmol) were taken up in MeOH (90 mL)/HCl (10 mL, 20.00 mmol). The suspension was agitated under H2 @ 40-50 psi for 7 days. The catalyst was removed by filtration and the filtrate concentrated in vacuo to give diethyl piperidin-4-ylphosphonate hydrochloride as a green gum. 1H NMR (DMSO-d6, 600 MHz) δ 9.26 (br s, 1H), 8.84 (br s, 1H), 3.96 (m, 4H), 3.20 (m, 2H), 2.80 (m, 2H), 2.10 (m, 1H), 1.84 (m,... Reactants: FC1=CC=C(C=C1)N1CCN(CC1)CC(CN1S(C=2C3=C1C=CC=C3C=CC2)(=O)=O)O (2-{3-[4-(4-fluorophenyl)-1-piperaziny]-2-hydroxypropyl}naphtho[1,8-cd]isothiazole 1,1-dioxide), [H-].[Na+] (sodium hydride), CI (methyl iodide). Run in CN(C=O)C (dimethylformamide), CN(C=O)C (dimethylformamide), O (water). Conditions: temperature 20 celsius, time 1 hour. The product is FC1=CC=C(C=C1)N1CCN(CC1)CC(CN1S(C=2C3=C1C=CC=C3C=CC2)(=O)=O)OC (2-{3-[4-(4-Fluorophenyl)-1-piperazinyl]-2-methoxypropyl)naphtho[1,8-cd]isothiazole 1,1-dioxide). As a reaction SMILES: [F:1][C:2]1[CH:7]=[CH:6][C:5]([N:8]2[CH2:13][CH2:12][N:11]([CH2:14][CH:15]([OH:31])[CH2:16][N:17]3[C:21]4[CH:22]=[CH:23][CH:24]=[C:25]5[CH:26]=[CH:27][CH:28]=[C:19]([C:20]=45)[S:18]3(=[O:30])=[O:29])[CH2:10][CH2:9]2)=[CH:4][CH:3]=1.[H-].[Na+].[CH3:34]I>CN(C)C=O.O>[F:1][C:2]1[CH:7]=[CH:6][C:5]([N:8]2[CH2:13][CH2:12][N:11]([CH2:14][CH:15]([O:31][CH3:34])[CH2:16][N:17]3[C:21]4[CH:22]=[CH:23][CH:24]=[C:25]5[CH:26]=[CH:27][CH:28]=[C:19]([C:20]=45)[S:18]3(=[O:29])=[O:30])[CH2:10][CH2:9]2)=[CH:4][CH:3]=1 |f:1.2|. Procedure: A solution of 2-{3-[4-(4-fluorophenyl)-1-piperaziny]-2-hydroxypropyl}naphtho[1,8-cd]isothiazole 1,1-dioxide (4.41 g) in dimethylformamide (50 cc) is poured over 30 minutes into a mixture of sodium hydride (0.53 g) in a 50% dispersion in vaseline oil, and dimethylformamide (10 cc), under a current of argon, maintaining the temperature between 20° and 30° C. The reaction medium is stirred for 1 hour at temperature of about 20° C. and then methyl iodide (0.7 cc) is added over 10 minutes. Stirring i... Product: FC=1C=C(C(=C(C1)C(C)=O)OC)C (1-(5-fluoro-2-methoxy-3-methylphenyl)ethanone). The yield is 92.4%. As a reaction SMILES: [F:1][C:2]1[CH:3]=[C:4]([CH3:13])[C:5]([O:11][CH3:12])=[C:6]([CH:8]([OH:10])[CH3:9])[CH:7]=1.[Cr](Cl)([O-])(=O)=O.[NH+]1C=CC=CC=1.C(OCC)C>CC(C)=O>[F:1][C:2]1[CH:3]=[C:4]([CH3:13])[C:5]([O:11][CH3:12])=[C:6]([C:8](=[O:10])[CH3:9])[CH:7]=1 |f:1.2|. Run at time 3 hour. Run in CC(=O)C (acetone). Reported procedure: To a solution of 1-(5-Fluoro-2-methoxy-3-methylphenyl)ethanol (1.3 g 7.13 mmol) in acetone (15 mL) at room temperature was added pyridinium chlorochromate (3.8 g, 17.64 mmol). The reaction was stirred for 3 hours, diethyl ether was added (30 mL). The resultant sludge was filtered through celite. The organic phase was dried over Na2SO4, filtered over silica gel, and concentrated to the crude compound which was purified by silica gel column (20% ethyl acetate in hexanes) to afford 1-(5-fluoro-2-me... The reactants are FC=1C=C(C(=C(C1)C(C)O)OC)C (1-(5-Fluoro-2-methoxy-3-methylphenyl)ethanol), [Cr](=O)(=O)([O-])Cl.[NH+]1=CC=CC=C1 (pyridinium chlorochromate), C(C)OCC (diethyl ether).